This data is from the Open Reaction Database (ORD), a public repository of structured organic reaction records. The task is: describe an organic reaction: reactants, conditions, products, and yield Starting materials: CN1Cc2c(Cl)cc(Cl)cc2C(c2ccccc2)C1, O=S(=O)(O)Cl, ClCCl, N. Yields the product CN1Cc2c(Cl)cc(Cl)cc2C(c2ccc(S(N)(=O)=O)cc2)C1. RXN SMILES: [Cl:1][c:2]1[cH:3][c:4]2[c:9]([c:10]([Cl:12])[cH:11]1)[CH2:8][N:7]([CH3:13])[CH2:6][CH:5]2[c:14]1[cH:15][cH:16][cH:17][cH:18][cH:19]1.[Cl:20][S:21](=[O:22])(=[O:23])[OH:24].[Cl:26][CH2:27][Cl:28].[NH3:25]>>[Cl:1][c:2]1[cH:3][c:4]2[c:9]([c:10]([Cl:12])[cH:11]1)[CH2:8][N:7]([CH3:13])[CH2:6][CH:5]2[c:14]1[cH:15][cH:16][c:17]([S:21](=[O:22])(=[O:24])[NH2:25])[cH:18][cH:19]1.